From a dataset of the Open Reaction Database (ORD), a public repository of structured organic reaction records. describe an organic reaction: reactants, conditions, products, and yield The reactants are BrC1C(C2=CC=CC=C2C1)=O (2-bromo-indan-1-one), C1C2CC3(CC(CC13)C2)C(=O)NC(=S)NCCOC (1-(Hexahydro-2,5-methano-pentalene-3a-carbonyl)-3-(2-methoxyethyl)-thiourea). Product: COCCN1/C(/SC2=C1C=1C=CC=CC1C2)=N/C(=O)C21CC3CC1CC(C2)C3 (N-[(2Z)-3-(2-methoxyethyl)-3,8-dihydro-2H-indeno[1,2-d][1,3]thiazol-2-ylidene]hexahydro-2,5-methanopentalene-3a(1H)-carboxamide). As a reaction SMILES: Br[CH:2]1[CH2:10][C:9]2[C:4](=[CH:5][CH:6]=[CH:7][CH:8]=2)[C:3]1=O.[CH2:12]1[CH:19]2[C:15]3([C:21]([NH:23][C:24]([NH:26][CH2:27][CH2:28][O:29][CH3:30])=[S:25])=[O:22])[CH2:16][CH:17]([CH2:20][CH:13]1[CH2:14]3)[CH2:18]2>>[CH3:30][O:29][CH2:28][CH2:27][N:26]1[C:3]2[C:4]3[CH:5]=[CH:6][CH:7]=[CH:8][C:9]=3[CH2:10][C:2]=2[S:25]/[C:24]/1=[N:23]\[C:21]([C:15]12[CH2:16][CH:17]3[CH2:20][CH:13]([CH2:12][CH:19]1[CH2:18]3)[CH2:14]2)=[O:22]. Procedure: Commercially available 2-bromo-indan-1-one and the product of Example 14B were processed according to the method of Example 14C to afford the title compound. 1H NMR (300 MHz, DMSO-d6) δ ppm 1.55-1.70 (m, 4H), 1.70-1.86 (m, 4H), 2.09-2.20 (m, J=9.0, 2.5 Hz, 2H), 2.24-2.34 (m, 2H), 2.60 (t, J=6.6 Hz, 1H), 3.23 (s, 3H), 3.74-3.86 (m, 4H), 4.69 (t, J=5.4 Hz, 2H), 7.29 (td, J=7.4, 0.8 Hz, 1H), 7.39 (td, 1H), 7.58 (d, J=7.1 Hz, 1H), 7.74 (d, J=7.8 Hz, 1H); MS (ESI+) m/z 395 (M+H)+; Anal. Calculated fo... Reactants: C1CCNCC1, C=O, CCO, O=C(O)C(CC1CCCC1)C(=O)O. The product is C=C(CC1CCCC1)C(=O)O. Reaction SMILES: [CH2:14]1[CH2:15][CH2:16][NH:17][CH2:18][CH2:19]1.[CH2:20]=[O:21].[CH3:22][CH2:23][OH:24].[CH:1]1([CH2:6][CH:7]([C:8](=[O:9])[OH:10])[C:11]([OH:12])=[O:13])[CH2:2][CH2:3][CH2:4][CH2:5]1>>[CH:1]1([CH2:6][C:7]([C:8](=[O:9])[OH:10])=[CH2:11])[CH2:2][CH2:3][CH2:4][CH2:5]1. The reactants are O=C1CCN(CCN1CCC=O)C1=CC(=CC=C1)C(F)(F)F (3-[7-oxo-4-(3-trifluoromethyl-phenyl)-[1,4]diazepan-1-yl]-propionaldehyde), C1(=CC=CC=C1)C1(CCNCC1)O (4-phenyl-piperidin-4-ol), B.N1=CC=CC=C1 (pyridine-borane), CC(=O)O (AcOH). Run in ClCCCl.CCO (DCE EtOH). Conditions: time 16 hour. Yields the product OC1(CCN(CC1)CCCN1CCN(CCC1=O)C1=CC(=CC=C1)C(F)(F)F)C1=CC=CC=C1 (4-[3-(4-Hydroxy-4-phenyl-piperidin-1-yl)-propyl]-1-(3-trifluoromethyl-phenyl)-[1,4]diazepan-5-one). Isolated yield 42.1%. As a reaction SMILES: [O:1]=[C:2]1[N:8]([CH2:9][CH2:10][CH:11]=O)[CH2:7][CH2:6][N:5]([C:13]2[CH:18]=[CH:17][CH:16]=[C:15]([C:19]([F:22])([F:21])[F:20])[CH:14]=2)[CH2:4][CH2:3]1.[C:23]1([C:29]2([OH:35])[CH2:34][CH2:33][NH:32][CH2:31][CH2:30]2)[CH:28]=[CH:27][CH:26]=[CH:25][CH:24]=1.B.N1C=CC=CC=1.CC(O)=O>ClCCCl.CCO>[OH:35][C:29]1([C:23]2[CH:28]=[CH:27][CH:26]=[CH:25][CH:24]=2)[CH2:34][CH2:33][N:32]([CH2:11][CH2:10][CH2:9][N:8]2[C:2](=[O:1])[CH2:3][CH2:4][N:5]([C:13]3[CH:18]=[CH:17][CH:16]=[C:15]([C:19]([F:22])([F:21])[F:20])[CH:14]=3)[CH2:6][CH2:7]2)[CH2:31][CH2:30]1 |f:2.3,5.6|. Procedure details: To a solution of 3-[7-oxo-4-(3-trifluoromethyl-phenyl)-[1,4]diazepan-1-yl]-propionaldehyde 0.016 g (0.05 mmol) and 4-phenyl-piperidin-4-ol 0.018 g (0.10 mmol) in DCE/EtOH 1:1 (0.5 ml) was added pyridine-borane complex (25 μL of 8 M solution in pyridine, 0.2 mmol) and AcOH (25 μL, 0.4 mmol) and the mixture stirred for 16 h. The mixture was then evaporated to dryness and purified by preparative HPLC, affording the title compound 0.01 g (44%) as a white solid. MS: 476.2 (MH+). The product is COc1cc(C(=O)Nc2nccs2)ccc1NC(=O)CC(C)(C)C. Starting materials: CC(C)(C)CC(=O)O, [Cl-], ClCCCl, COc1cc(C(=O)Nc2nccs2)ccc1N, CN(C)C=O, c1ccncc1. RXN SMILES: [CH3:25][C:26]([CH2:27][C:28](=[O:29])[OH:30])([CH3:31])[CH3:32].[Cl-:24].[Cl:33][CH2:34][CH2:35][Cl:36].[NH2:1][c:2]1[c:3]([O:16][CH3:17])[cH:4][c:5]([C:6](=[O:7])[NH:8][c:9]2[s:10][cH:11][cH:12][n:13]2)[cH:14][cH:15]1.[O:37]=[CH:38][N:39]([CH3:40])[CH3:41].[cH:18]1[cH:19][cH:20][n:21][cH:22][cH:23]1>>[NH:1]([c:2]1[c:3]([O:16][CH3:17])[cH:4][c:5]([C:6](=[O:7])[NH:8][c:9]2[s:10][cH:11][cH:12][n:13]2)[cH:14][cH:15]1)[C:28]([CH2:27][C:26]([CH3:25])([CH3:31])[CH3:32])=[O:29]. Reactants: C1C(CCC2=CC=CC=C12)=O (2-tetralone), [N+](=O)([O-])C1=C(C=O)C=C(C(=C1)OC)OC (2-nitro-4,5-dimethoxybenzaldehyde). The product is [N+](=O)([O-])C1=C(C=C2C(CCC3=CC=CC=C23)=O)C=C(C(=C1)OC)OC (1-(2'-Nitro-4',5'-dimethoxybenzylidene)-2-tetralone). Reaction SMILES: [CH2:1]1[C:10]2[C:5](=[CH:6][CH:7]=[CH:8][CH:9]=2)[CH2:4][CH2:3][C:2]1=[O:11].[N+:12]([C:15]1[CH:22]=[C:21]([O:23][CH3:24])[C:20]([O:25][CH3:26])=[CH:19][C:16]=1[CH:17]=O)([O-:14])=[O:13]>>[N+:12]([C:15]1[CH:22]=[C:21]([O:23][CH3:24])[C:20]([O:25][CH3:26])=[CH:19][C:16]=1[CH:17]=[C:1]1[C:10]2[C:5](=[CH:6][CH:7]=[CH:8][CH:9]=2)[CH2:4][CH2:3][C:2]1=[O:11])([O-:14])=[O:13]. Procedure details: Prepared from 2-tetralone and 2-nitro-4,5-dimethoxybenzaldehyde; mp 58-60° C.; IR (Nujol): 1724, 1540; 1H NMR: δ2.71 (2H, t), 3.08 (2H t), 3.56 (3H, s), 4.02 (3H, s), 6.51 (1H, s), 6.92-6.96 (2H, m), 7.17-7.24 (2H, m), 7.73 (1H, s), 8.00 (1H, s); 13C NMR: δ28.3, 27.8, 56.7, 56.9, 108.3, 112.5, 126.7, 127.6, 128.5, 128.8, 129.9, 132.3, 133.4, 134.5, 138.8, 141.6, 149.4, 153.5. The reactants are ClCC(=O)NC=1C=NC(=CC1)C(N)=NO (2-Chloro-N-(6-(N′-hydroxycarbamimidoyl)pyridin-3-yl)acetamide), N1CCOCC1 (morpholine). The solvent is O (water). Product: ONC(=N)C1=CC=C(C=N1)NC(CN1CCOCC1)=O (N-[6-(N-Hydroxycarbamimidoyl)pyridin-3-yl]-2-morpholin-4-ylacetamide). Reaction SMILES: Cl[CH2:2][C:3]([NH:5][C:6]1[CH:7]=[N:8][C:9]([C:12](=[N:14][OH:15])[NH2:13])=[CH:10][CH:11]=1)=[O:4].[NH:16]1[CH2:21][CH2:20][O:19][CH2:18][CH2:17]1>O>[OH:15][NH:14][C:12]([C:9]1[N:8]=[CH:7][C:6]([NH:5][C:3](=[O:4])[CH2:2][N:16]2[CH2:21][CH2:20][O:19][CH2:18][CH2:17]2)=[CH:11][CH:10]=1)=[NH:13]. Procedure: Compound of example 4 (0.10 g, 0.44 mmol) was stirred in morpholine (1 mL) at 25 ° C. for 2 hours. The reaction mixture was then diluted with water and extracted with chloroform (2×50 mL), followed by extraction with ethyl acetate (2×50 mL). Both organic layers were dried over anhydrous sodium sulfate and concentrated. The crude product obtained was purified using column chromatography (silica gel, 1% methanol in chloroform as an eluent) to obtain the title compound.